Dataset: the Open Reaction Database (ORD), a public repository of structured organic reaction records. Task: describe an organic reaction: reactants, conditions, products, and yield Starting materials: FC(=C)F (1,1-difluoroethylene), 83, [Li] (lithium), C[Si](C1=CC=CC=C1)(C1=CC=CC=C1)Cl (methyldiphenylsilyl chloride), II (iodine). Run in O1CCCC1 (tetrahydrofuran). Reaction conditions: time 8 hour. The product is FC(=C)[Si](C1=CC=CC=C1)(C1=CC=CC=C1)C ((1-fluorovinyl)(methyl)diphenylsilane). Reaction SMILES: [Li].[CH3:2][Si:3](Cl)([C:10]1[CH:15]=[CH:14][CH:13]=[CH:12][CH:11]=1)[C:4]1[CH:9]=[CH:8][CH:7]=[CH:6][CH:5]=1.II.[F:19][C:20](F)=[CH2:21]>O1CCCC1>[F:19][C:20]([Si:3]([CH3:2])([C:10]1[CH:11]=[CH:12][CH:13]=[CH:14][CH:15]=1)[C:4]1[CH:9]=[CH:8][CH:7]=[CH:6][CH:5]=1)=[CH2:21] |^1:0|. Procedure details: To a solution of lithium wire (2.08 g, 300 mmol) in dry tetrahydrofuran (150 ml) was added methyldiphenylsilyl chloride (15.8 ml, 75 mmol) and a catalytic amount of iodine. The reaction mixture was sonicated for 40 min and then stirred overnight at room temperature. The reaction mixture was cooled to −78° C. and 1,1-difluoroethylene (approx. 225 mmol) was passed through the mixture for 30 min. The mixture was stirred at −78° C. for 2 h and then warmed to room temperature. The reaction mixture wa... Starting materials: CC#N (CH3CN), FC(C=1C=C(C=CC1)N=C([S-](C)C)[S-])(F)F ((3-trifluoromethyl-phenyl)-dimethyl-dithiocarbonimidate), [OH-].[Na+] (sodium hydroxide), NC1=C(CN)C=CC=C1 (2-aminobenzylamine). Solvent: C(=O)(C(F)(F)F)O (TFA), CS(=O)C (DMSO), CS(=O)C (DMSO). Conditions: temperature 190 celsius, time 30 minute. Yields the product N1=C(NCC2=CC=CC=C12)NC1=CC(=CC=C1)C(F)(F)F ((3,4-Dihydro-quinazolin-2-yl)-(3-trifluoromethyl-phenyl)-amine). Isolated yield 22.9%. As a reaction SMILES: [OH-].[Na+].[NH2:3][C:4]1[CH:11]=[CH:10][CH:9]=[CH:8][C:5]=1[CH2:6][NH2:7].[F:12][C:13]([F:27])([F:26])[C:14]1[CH:15]=[C:16]([N:20]=[C:21]([S-])[S-](C)C)[CH:17]=[CH:18][CH:19]=1.CC#N>CS(C)=O.C(O)(C(F)(F)F)=O>[N:3]1[C:4]2[C:5](=[CH:8][CH:9]=[CH:10][CH:11]=2)[CH2:6][NH:7][C:21]=1[NH:20][C:16]1[CH:17]=[CH:18][CH:19]=[C:14]([C:13]([F:12])([F:26])[F:27])[CH:15]=1 |f:0.1|. Procedure details: Under an atmosphere of nitrogen, sodium hydroxide (0.1 ml, solution in water, 20 mol/l, 2 mmol) was added to a solution of 2-aminobenzylamine (92 mg, 0.75 mmol) in DMSO (1 ml). After 30 min, a solution of (3-trifluoromethyl-phenyl)-dimethyl-dithiocarbonimidate (200 mg, 0.75 mmol) in DMSO (1 ml) was added, and the mixture was heated to 190° C. for 3 h. The title compound (50 mg, 23%, MS: m/e=292.1 [M+H+]) was isolated from the reaction mixture by preparative, reverse phase HPLC (YMC CombiPrep C18... Reactants: ONC(C(=O)N)CC1=CNC2=CC=CC=C12 (2-hydroxylamino-3-(indol-3-yl)propionic acid amide), ice water, C(C(=O)C)(=O)Cl (pyruvic acid chloride), N1=CC=CC=C1 (pyridine). The solvent is CN(C(N(C)C)=O)C (tetramethylurea), CN(C(N(C)C)=O)C (tetramethylurea). Conditions: time 1 hour. Yields the product ON1C(C(=NC(C1CC1=CNC2=CC=CC=C12)=O)C)=O (1-hydroxy-6-(indol-3-yl)methyl-3-methyl-1,2,5,6-tetrahydropyrazin 2,5-dione). Isolated yield 15.7%. As a reaction SMILES: [OH:1][NH:2][CH:3]([CH2:7][C:8]1[C:16]2[C:11](=[CH:12][CH:13]=[CH:14][CH:15]=2)[NH:10][CH:9]=1)[C:4]([NH2:6])=[O:5].[C:17](Cl)(=[O:21])[C:18]([CH3:20])=O.N1C=CC=CC=1>CN(C)C(=O)N(C)C>[OH:1][N:2]1[CH:3]([CH2:7][C:8]2[C:16]3[C:11](=[CH:12][CH:13]=[CH:14][CH:15]=3)[NH:10][CH:9]=2)[C:4](=[O:5])[N:6]=[C:18]([CH3:20])[C:17]1=[O:21]. Procedure: In 5 ml of tetramethylurea was dissolved 0.22 g of 2-hydroxylamino-3-(indol-3-yl)propionic acid amide. The solution was cooled to -5° to 0° C. Thereto was added 0.1 g of pyruvic acid chloride. Then, there was added 1 ml of a tetramethylurea solution containing 90 mg of pyridine. The mixture was stirred for 1.5 hours with ice cooling and for 1 hour at room temperature. The mixture was poured into ice water. The resulting mixture was subjected to extraction with CHCL3. The extract was washed with ... The reactants are CCO, CN=C=S, NCCNCc1ccncc1. The product is CNC(=S)NCCNCc1ccncc1. As a reaction SMILES: [CH3:16][CH2:17][OH:18].[CH3:1][N:2]=[C:3]=[S:4].[cH:5]1[cH:6][c:7]([CH2:11][NH:12][CH2:13][CH2:14][NH2:15])[cH:8][cH:9][n:10]1>>[CH3:1][NH:2][C:3](=[S:4])[NH:15][CH2:14][CH2:13][NH:12][CH2:11][c:7]1[cH:6][cH:5][n:10][cH:9][cH:8]1. Starting materials: CC(O)(CCn1cc([N+](=O)[O-])nc1Cl)COc1ccc(I)cc1, [H-], [Na+]. Product: CC1(COc2ccc(I)cc2)CCn2cc([N+](=O)[O-])nc2O1. Reaction SMILES: [Cl:1][c:2]1[n:3]([CH2:10][CH2:11][C:12]([CH2:13][O:14][c:15]2[cH:16][cH:17][c:18]([I:21])[cH:19][cH:20]2)([OH:22])[CH3:23])[cH:4][c:5]([N+:7](=[O:8])[O-:9])[n:6]1.[H-:25].[Na+:24]>>[c:2]12[n:3]([cH:4][c:5]([N+:7](=[O:8])[O-:9])[n:6]1)[CH2:10][CH2:11][C:12]([CH2:13][O:14][c:15]1[cH:16][cH:17][c:18]([I:21])[cH:19][cH:20]1)([CH3:23])[O:22]2. Starting materials: CC(C)(C)OC(=O)c1ccc(Br)cc1NC(=O)c1cncc(-c2ccccc2)c1, CCOC(C)=O, COCCOC, CN(C(=O)OC(C)(C)C)c1ccc(B2OC(C)(C)C(C)(C)O2)cc1, [Na+], [Na+], O=C([O-])[O-], O, O=C(O)CC(O)(CC(=O)O)C(=O)O, Cl[Pd]Cl, c1ccc(P(c2ccccc2)c2ccccc2)cc1, c1ccc(P(c2ccccc2)c2ccccc2)cc1. Yields the product CN(C(=O)OC(C)(C)C)c1ccc(-c2ccc(C(=O)OC(C)(C)C)c(NC(=O)c3cncc(-c4ccccc4)c3)c2)cc1. Reaction SMILES: [Br:31][c:32]1[cH:33][c:34]([NH:45][C:46](=[O:47])[c:48]2[cH:49][n:50][cH:51][c:52](-[c:54]3[cH:55][cH:56][cH:57][cH:58][cH:59]3)[cH:53]2)[c:35]([C:36](=[O:37])[O:38][C:39]([CH3:40])([CH3:41])[CH3:42])[cH:43][cH:44]1.[CH3:114][CH2:115][O:116][C:117](=[O:118])[CH3:119].[CH3:120][O:121][CH2:122][CH2:123][O:124][CH3:125].[CH3:7][N:8]([C:9]([O:10][C:11]([CH3:12])([CH3:13])[CH3:14])=[O:15])[c:16]1[cH:17][cH:18][c:19]([B:22]2[O:23][C:24]([CH3:25])([CH3:26])[C:27]([CH3:28])([CH3:29])[O:30]2)[cH:20][cH:21]1.[Na+:1].[Na+:2].[O-:3][C:4](=[O:5])[O-:6].[OH2:126].[OH:60][C:61]([CH2:62][C:63]([C:64](=[O:65])[OH:66])([CH2:67][C:68](=[O:69])[OH:70])[OH:71])=[O:72].[Pd:73]([Cl:74])[Cl:75].[c:76]1([P:77]([c:78]2[cH:79][cH:80][cH:81][cH:82][cH:83]2)[c:84]2[cH:85][cH:86][cH:87][cH:88][cH:89]2)[cH:90][cH:91][cH:92][cH:93][cH:94]1.[c:95]1([P:96]([c:97]2[cH:98][cH:99][cH:100][cH:101][cH:102]2)[c:103]2[cH:104][cH:105][cH:106][cH:107][cH:108]2)[cH:109][cH:110][cH:111][cH:112][cH:113]1>>[CH3:7][N:8]([C:9]([O:10][C:11]([CH3:12])([CH3:13])[CH3:14])=[O:15])[c:16]1[cH:17][cH:18][c:19](-[c:32]2[cH:33][c:34]([NH:45][C:46](=[O:47])[c:48]3[cH:49][n:50][cH:51][c:52](-[c:54]4[cH:55][cH:56][cH:57][cH:58][cH:59]4)[cH:53]3)[c:35]([C:36](=[O:37])[O:38][C:39]([CH3:40])([CH3:41])[CH3:42])[cH:43][cH:44]2)[cH:20][cH:21]1. The reactants are N#Cc1ccc(-c2cc3ccc(Br)cc3cn2)cc1, C1CO1, C1CCOC1, [Li]CCCC. Yields the product N#Cc1ccc(-c2cc3ccc(CCO)cc3cn2)cc1. As a reaction SMILES: [Br:1][c:2]1[cH:3][cH:4][c:5]2[cH:6][c:7](-[c:12]3[cH:13][cH:14][c:15]([C:16]#[N:17])[cH:18][cH:19]3)[n:8][cH:9][c:10]2[cH:11]1.[CH2:25]1[CH2:26][O:27]1.[CH2:28]1[O:29][CH2:30][CH2:31][CH2:32]1.[CH3:20][CH2:21][CH2:22][CH2:23][Li:24]>>[c:2]1([CH2:25][CH2:26][OH:27])[cH:3][cH:4][c:5]2[cH:6][c:7](-[c:12]3[cH:13][cH:14][c:15]([C:16]#[N:17])[cH:18][cH:19]3)[n:8][cH:9][c:10]2[cH:11]1.